From a dataset of the Open Reaction Database (ORD), a public repository of structured organic reaction records. describe an organic reaction: reactants, conditions, products, and yield Starting materials: ClC1=C(CO)C(=CC(=C1)OCCCOC)F (2-chloro-6-fluoro-4-(3-methoxy-propoxy)-benzylalcohol), C(C)(C)(C)OC(=O)N1C[C@H](N(CC1)C(=O)Cl)CC ((R)-4-chlorocarbonyl-3-ethyl-piperazine-1-carboxylic acid tert-butyl ester). Product: ClC1=C(COC(=O)N2[C@@H](CN(CC2)C(=O)OC(C)(C)C)CC)C(=CC(=C1)OCCCOC)F ((R)-2-Ethyl-piperazine-1,4-dicarboxylic acid 4-tert-butyl ester 1-(2-chloro-6-fluoro-4-(3-methoxy-propoxy)-benzyl) ester). Isolated yield 77.0%. RXN SMILES: [Cl:1][C:2]1[CH:9]=[C:8]([O:10][CH2:11][CH2:12][CH2:13][O:14][CH3:15])[CH:7]=[C:6]([F:16])[C:3]=1[CH2:4][OH:5].[C:17]([O:21][C:22]([N:24]1[CH2:29][CH2:28][N:27]([C:30](Cl)=[O:31])[C@H:26]([CH2:33][CH3:34])[CH2:25]1)=[O:23])([CH3:20])([CH3:19])[CH3:18]>>[Cl:1][C:2]1[CH:9]=[C:8]([O:10][CH2:11][CH2:12][CH2:13][O:14][CH3:15])[CH:7]=[C:6]([F:16])[C:3]=1[CH2:4][O:5][C:30]([N:27]1[CH2:28][CH2:29][N:24]([C:22]([O:21][C:17]([CH3:19])([CH3:18])[CH3:20])=[O:23])[CH2:25][C@H:26]1[CH2:33][CH3:34])=[O:31]. Procedure details: This compound was prepared from 2-chloro-6-fluoro-4-(3-methoxy-propoxy)-benzylalcohol and (R)-4-chlorocarbonyl-3-ethyl-piperazine-1-carboxylic acid tert-butyl ester according to the procedure described in Example 179 to give the product as a colorless oil (576 mg; 77%); MS (ISP): 506.4 (M+NH4)+.